Dataset: the Open Reaction Database (ORD), a public repository of structured organic reaction records. Task: describe an organic reaction: reactants, conditions, products, and yield Starting materials: CCOC(C)=O, CCN(C(C)C)C(C)C, Nc1ccc([N+](=O)[O-])cc1. Yields the product CCOC(=O)Nc1ccc(N)cc1. Reaction SMILES: [CH3:20][CH2:21][O:22][C:23]([CH3:24])=[O:25].[CH:11]([N:12]([CH:13]([CH3:14])[CH3:15])[CH2:16][CH3:17])([CH3:18])[CH3:19].[N+:1]([O-:2])(=[O:3])[c:4]1[cH:5][cH:6][c:7]([NH2:8])[cH:9][cH:10]1>>[NH:1]([c:4]1[cH:5][cH:6][c:7]([NH2:8])[cH:9][cH:10]1)[C:23]([O:22][CH2:21][CH3:20])=[O:25].